This data is from the Open Reaction Database (ORD), a public repository of structured organic reaction records. The task is: describe an organic reaction: reactants, conditions, products, and yield The reactants are CC(CC(=O)O)(CC(=O)O)C (3,3-Dimethylglutaric acid), C(C)(=O)Cl (acetyl chloride). Run at temperature 0 celsius. Yields the product CC1(CC(=O)OC(C1)=O)C (3,3-Dimethylglutaric Anhydride). RXN SMILES: [CH3:1][C:2]([CH3:11])([CH2:7][C:8]([OH:10])=[O:9])[CH2:3][C:4](O)=[O:5].C(Cl)(=O)C>>[CH3:1][C:2]1([CH3:11])[CH2:7][C:8](=[O:10])[O:9][C:4](=[O:5])[CH2:3]1. Reported procedure: 3,3-Dimethylglutaric acid (18.70 g, 116.8 mmol) was dissolved in acetyl chloride (25 mL, 352 mmol), and refluxed for 2 hours. The reaction mixture was evaporated to dryness, and the residue was dissolved in diethyl ether. The ether solution was concentrated on a steam bath, and then cooled to 0° C. for 1 hour. The precipitate was filtered to give the title compound. Reaction SMILES: [C:1]([C:3]1[N:12]=[C:11]2[C:6]([CH:7]=[CH:8][C:9]([N:13]3[CH:21]([OH:22])[C:20]4[C:15](=[CH:16][CH:17]=[CH:18][CH:19]=4)[C:14]3=[O:23])=[N:10]2)=[CH:5][CH:4]=1)#[N:2].[H-].[Na+].Cl[C:27]([N:29]1[CH2:34][CH2:33][N:32]([CH3:35])[CH2:31][CH2:30]1)=[O:28].O1CCCC1>C(Cl)Cl.CN(P(N(C)C)(N(C)C)=O)C>[C:1]([C:3]1[N:12]=[C:11]2[C:6]([CH:7]=[CH:8][C:9]([N:13]3[CH:21]([O:22][C:27]([N:29]4[CH2:34][CH2:33][N:32]([CH3:35])[CH2:31][CH2:30]4)=[O:28])[C:20]4[C:15](=[CH:16][CH:17]=[CH:18][CH:19]=4)[C:14]3=[O:23])=[N:10]2)=[CH:5][CH:4]=1)#[N:2] |f:1.2|. Starting materials: C(#N)C1=CC=C2C=CC(=NC2=N1)N1C(C2=CC=CC=C2C1O)=O (2-(7-cyano-1,8-naphthyridin-2-yl)-3-hydroxy-isoindolin-1-one), O1CCCC1 (tetrahydrofuran), [H-].[Na+] (sodium hydride), ClC(=O)N1CCN(CC1)C (1-chlorocarbonyl-4-methylpiperazine). The yield is 39.0%. Run in C(Cl)Cl (methylene chloride), CN(C)P(=O)(N(C)C)N(C)C (hexamethylphosphotriamide). Yields the product C(#N)C1=CC=C2C=CC(=NC2=N1)N1C(C2=CC=CC=C2C1OC(=O)N1CCN(CC1)C)=O (2-(7-cyano-1,8-naphthyridin-2-yl)-3-(4-methylpiperazin-1-yl)carbonyloxy-isoindolin-1-one). Procedure: Following the procedure of Example 4 but starting with 2-(7-cyano-1,8-naphthyridin-2-yl)-3-hydroxy-isoindolin-1-one (4.7 g.), sodium hydride (50% dispersion in mineral oil) (1.5 g.), 1-chlorocarbonyl-4-methylpiperazine (5.04 g.), anhydrous tetrahydrofuran (97 cc.) and anhydrous hexamethylphosphotriamide (25 cc.), a crude product (5.7 g.) is obtained which is then dissolved in methylene chloride (100 cc.). The resulting solution is passed through a column of silica gel (57 g.). Elution is carried... Starting materials: NC=1C=CC=C2CCC(CC12)O (8-amino-1,2,3,4-tetrahydro-naphthalen-2-ol), C1(=CC=CC=C1)N=C=O (phenyl isocyanate), CCCCCC (hexane), C(C)(C)OC(C)C (diisopropyl ether). The solvent is O1CCOCC1 (1,4-dioxane). Run at time 16 hour. Yields the product C1(=CC=CC=C1)NC(=O)NC1=CC=CC=2CCC(CC12)O (N-phenyl-N′-(7-hydroxy-5,6,7,8-tetrahydro-1-naphthalenyl)urea). The yield is 51.0%. RXN SMILES: [NH2:1][C:2]1[CH:3]=[CH:4][CH:5]=[C:6]2[C:11]=1[CH2:10][CH:9]([OH:12])[CH2:8][CH2:7]2.[C:13]1([N:19]=[C:20]=[O:21])[CH:18]=[CH:17][CH:16]=[CH:15][CH:14]=1.C(OC(C)C)(C)C.CCCCCC>O1CCOCC1>[C:13]1([NH:19][C:20]([NH:1][C:2]2[C:11]3[CH2:10][CH:9]([OH:12])[CH2:8][CH2:7][C:6]=3[CH:5]=[CH:4][CH:3]=2)=[O:21])[CH:18]=[CH:17][CH:16]=[CH:15][CH:14]=1. Procedure details: To a solution of 8-amino-1,2,3,4-tetrahydro-naphthalen-2-ol (20.0 mg, 0.123 mmol) in 1,4-dioxane (1.0 mL) was added phenyl isocyanate. (14.6 mg, 0.123 mmol) at room temperature. The mixture was stirred for 16 hours, and then added diisopropyl ether and hexane. The precipitate was filtered and dried to give N-phenyl-N′-(7-hydroxy-5,6,7,8-tetrahydro-1-naphthalenyl)urea (17.8 mg, 51% yield). Reactants: Amide, C1(=CC=CC=C1)CCN (2-phenylethylamine), ester, COC(=O)C=1C(=CC=C(C1)C=1SC=C(N1)C1=CC(=C(C=C1)Cl)Cl)C1=CC=C(C=C1)C(=O)O (4-[4-(3,4-dichloro-phenyl)-thiazol-2-yl]-biphenyl-2,4′-dicarboxylic acid 2-methyl ester), COC(=O)C=1C(=CC=C(C1)C=1SC=C(N1)C1=CC(=C(C=C1)Cl)Cl)C1=CC=C(C=C1)C(=O)O (4-[4-(3,4-dichloro-phenyl)-thiazol-2-yl]-biphenyl-2,4′-dicarboxylic acid 2-methyl ester). Product: ClC=1C=C(C=CC1Cl)C=1N=C(SC1)C=1C=C(C(=CC1)C1=CC=C(C=C1)C(NCCC1=CC=CC=C1)=O)C(=O)O (4-[4-(3,4-dichloro-phenyl)-thiazol-2-yl]-4′-phenethylcarbamoyl-biphenyl-2-carboxylic acid). Yield: 61.4%. Reaction SMILES: C[O:2][C:3]([C:5]1[C:6]([C:24]2[CH:29]=[CH:28][C:27]([C:30]([OH:32])=O)=[CH:26][CH:25]=2)=[CH:7][CH:8]=[C:9]([C:11]2[S:12][CH:13]=[C:14]([C:16]3[CH:21]=[CH:20][C:19]([Cl:22])=[C:18]([Cl:23])[CH:17]=3)[N:15]=2)[CH:10]=1)=[O:4].[C:33]1([CH2:39][CH2:40][NH2:41])[CH:38]=[CH:37][CH:36]=[CH:35][CH:34]=1>>[Cl:23][C:18]1[CH:17]=[C:16]([C:14]2[N:15]=[C:11]([C:9]3[CH:10]=[C:5]([C:3]([OH:2])=[O:4])[C:6]([C:24]4[CH:25]=[CH:26][C:27]([C:30](=[O:32])[NH:41][CH2:40][CH2:39][C:33]5[CH:38]=[CH:37][CH:36]=[CH:35][CH:34]=5)=[CH:28][CH:29]=4)=[CH:7][CH:8]=3)[S:12][CH:13]=2)[CH:21]=[CH:20][C:19]=1[Cl:22]. Procedure: Using the conditions of General Procedure E for Amide Coupling in Parallel Mode, 4-[4-(3,4-dichloro-phenyl)-thiazol-2-yl]-biphenyl-2,4′-dicarboxylic acid 2-methyl ester (which may be prepared as described for Intermediate 8; 100 mg, 0.21 mmol) was reacted with 2-phenylethylamine (available from Aldrich Chemical Company, Inc.; 75 mg, 0.62 mmol). The resulting ester was hydrolyzed and the acid was purified using HPLC Purification Conditions B to give 4-[4-(3,4-dichloro-phenyl)-thiazol-2-yl]-4′-phe... Reactants: O=C(O)C1CCc2ccccc2O1, O=S(Cl)Cl. Yields the product [Cl-], O=C(O)C1CCc2ccccc2O1. Reaction SMILES: [O:1]1[CH:2]([C:11](=[O:12])[OH:13])[CH2:3][CH2:4][c:5]2[c:6]1[cH:7][cH:8][cH:9][cH:10]2.[S:14]([Cl:15])([Cl:16])=[O:17]>>[Cl-:16].[O:1]1[CH:2]([C:11](=[O:12])[OH:13])[CH2:3][CH2:4][c:5]2[c:6]1[cH:7][cH:8][cH:9][cH:10]2.